This data is from the Open Reaction Database (ORD), a public repository of structured organic reaction records. The task is: describe an organic reaction: reactants, conditions, products, and yield The reactants are COC(=O)c1ccc(NC(=O)c2cc(OCC(C)C)cc(OC(C)C)c2)nc1, C1CCOC1, Cl, [Na+], [OH-], O. Yields the product CC(C)COc1cc(OC(C)C)cc(C(=O)Nc2ccc(C(=O)O)cn2)c1. RXN SMILES: [CH2:1]([CH:2]([CH3:3])[CH3:4])[O:5][c:6]1[cH:7][c:8]([C:9](=[O:10])[NH:11][c:12]2[cH:13][cH:14][c:15]([C:18](=[O:19])[O:20][CH3:21])[cH:16][n:17]2)[cH:22][c:23]([O:25][CH:26]([CH3:27])[CH3:28])[cH:24]1.[CH2:33]1[O:34][CH2:35][CH2:36][CH2:37]1.[ClH:32].[Na+:30].[OH-:29].[OH2:31]>>[CH2:1]([CH:2]([CH3:3])[CH3:4])[O:5][c:6]1[cH:7][c:8]([C:9](=[O:10])[NH:11][c:12]2[cH:13][cH:14][c:15]([C:18](=[O:19])[OH:20])[cH:16][n:17]2)[cH:22][c:23]([O:25][CH:26]([CH3:27])[CH3:28])[cH:24]1.